Task: describe an organic reaction: reactants, conditions, products, and yield. Dataset: the Open Reaction Database (ORD), a public repository of structured organic reaction records Reactants: C(C)OC(=O)C1=C(N=C(S1)N1C=NC2=C1C=C(C=C2)CN2CCN(CC2)C)C2=CC=CC=C2 (2-[6-(4-methyl-piperazin-1-ylmethyl)-benzoimidazol-1-yl]-4-phenyl-thiazole-5-carboxylic acid ethyl ester), O1CCCC1 (tetrahydrofuran), [OH-].[Li+] (lithium hydroxide). Run in O (water). Yields the product CN1CCN(CC1)CC=1C=CC2=C(N(C=N2)C=2SC(=C(N2)C2=CC=CC=C2)C(=O)O)C1 (2-[6-(4-methyl-piperazin-1-ylmethyl)-benzoimidazol-1-yl]-4-phenyl-thiazole-5-carboxylic acid). The yield is 64.8%. As a reaction SMILES: C([O:3][C:4]([C:6]1[S:10][C:9]([N:11]2[C:15]3[CH:16]=[C:17]([CH2:20][N:21]4[CH2:26][CH2:25][N:24]([CH3:27])[CH2:23][CH2:22]4)[CH:18]=[CH:19][C:14]=3[N:13]=[CH:12]2)=[N:8][C:7]=1[C:28]1[CH:33]=[CH:32][CH:31]=[CH:30][CH:29]=1)=[O:5])C.O1CCCC1.[OH-].[Li+]>O>[CH3:27][N:24]1[CH2:25][CH2:26][N:21]([CH2:20][C:17]2[CH:18]=[CH:19][C:14]3[N:13]=[CH:12][N:11]([C:9]4[S:10][C:6]([C:4]([OH:5])=[O:3])=[C:7]([C:28]5[CH:33]=[CH:32][CH:31]=[CH:30][CH:29]=5)[N:8]=4)[C:15]=3[CH:16]=2)[CH2:22][CH2:23]1 |f:2.3|. Procedure details: To a mixture of 0.041 g (0.089 mmole) of 2-[6-(4-methyl-piperazin-1-ylmethyl)-benzoimidazol-1-yl]-4-phenyl-thiazole-5-carboxylic acid ethyl ester (I.1a), 1 mL of tetrahydrofuran and 1 mL of water was added 0.011 g of lithium hydroxide. The reaction mixture was heated to 60 degrees for 30 minutes and then concentrated under reduced pressure. The mixture was diluted with 5 mL of water and then extracted with 5 mL of ethyl acetate. The pH of the aqueous layer was adjusted to ca 7 by addition of 1M ... Reactants: C(C1=CC=CC=C1)=O (benzaldehyde), ClCC(=O)OC (methyl chloroacetate), Br (HBr), C[O-].[Na+] (Sodium methoxide), C([O-])(O)=O.[Na+] (sodium bicarbonate), C(C)(=O)O (acetic acid). The solvent is CO (methanol), CO (methanol), O (water), O (water), C1(=CC=CC=C1)C (toluene). Run at temperature 0 celsius, time 60 minute. The product is COC(C(C(C1=CC=CC=C1)Br)O)=O (Racemic 3-Bromo-2-hydroxy-3-phenyl-propionic acid methyl ester). As a reaction SMILES: [CH:1](=O)[C:2]1[CH:7]=[CH:6][CH:5]=[CH:4][CH:3]=1.Cl[CH2:10][C:11]([O:13]C)=O.[CH3:15][O-:16].[Na+].C(O)(=[O:20])C.[BrH:22].C(=O)(O)[O-].[Na+]>CO.O.C1(C)C=CC=CC=1>[CH3:15][O:16][C:11](=[O:13])[CH:10]([OH:20])[CH:1]([Br:22])[C:2]1[CH:7]=[CH:6][CH:5]=[CH:4][CH:3]=1 |f:2.3,6.7|. Procedure: A mixture of benzaldehyde (212.0 g, 2.0 moles) and methyl chloroacetate (282.0 g, 2.6 mole) in methanol (320.0 g) was cooled to 0° C. under nitrogen. Sodium methoxide (466.0 g of a 30 wt % solution in methanol, 2.5 moles) was added over a period of 2 hours and the mixture was stirred for further 60 minutes at 0° C. The mixture was then allowed to reach 22° C. and stirred for further 2 hours at this temperature. After slow addition of acetic acid (30.0 g, 0.5 moles), toluene (465.0 g) and water (... Starting materials: CN1CC2=C(NC=3C=CC(=CC23)C)CC1 (2,8-dimethyl-2,3,4,5-tetrahydro-1H-pyrido[4,3-b]indole), [OH-].[K+] (KOH), CN(C1=CC(=CC=C1)C=C)C (dimethyl-(3-vinyl-phenyl)-amine). The solvent is CN1CCCC1=O (NMP), O (water). Conditions: temperature 100 celsius, time 16 hour. Product: CN1CC2=C(N(C=3C=CC(=CC23)C)CCC=2C=C(C=CC2)N(C)C)CC1 ({3-[2-(2,8-dimethyl-1,2,3,4-tetrahydro-pyrido[4,3-b]indol-5-yl)-ethyl]-phenyl}-dimethyl-amine). Reaction SMILES: [CH3:1][N:2]1[CH2:15][CH2:14][C:5]2[NH:6][C:7]3[CH:8]=[CH:9][C:10]([CH3:13])=[CH:11][C:12]=3[C:4]=2[CH2:3]1.[OH-].[K+].[CH3:18][N:19]([CH3:28])[C:20]1[CH:25]=[CH:24][CH:23]=[C:22]([CH:26]=[CH2:27])[CH:21]=1>CN1C(=O)CCC1.O>[CH3:1][N:2]1[CH2:15][CH2:14][C:5]2[N:6]([CH2:27][CH2:26][C:22]3[CH:21]=[C:20]([N:19]([CH3:28])[CH3:18])[CH:25]=[CH:24][CH:23]=3)[C:7]3[CH:8]=[CH:9][C:10]([CH3:13])=[CH:11][C:12]=3[C:4]=2[CH2:3]1 |f:1.2|. Procedure details: To a solution of 2,8-dimethyl-2,3,4,5-tetrahydro-1H-pyrido[4,3-b]indole (100 mg, 0.5 mmol) was in NMP (1 mL) were added powdered KOH (196 mg, 3.5 mmol) and dimethyl-(3-vinyl-phenyl)-amine (147 mg, 1.0 mmol) and the reaction mixture stirred at 100° C. for 16 h. The progress of reaction was monitored by TLC and LCMS. The reaction mixture was diluted with water (15 mL) and extracted with EtOAc (3×25 mL). The combined organic layer was washed with water (5×20 mL), dried over anhydrous sodium sulfate... The reactants are CC(=O)c1cccc(C(C)=Nc2c(C)cc(C)cc2C)n1, CCCOc1c(-c2ccccc2)cc(N=C(C)c2cccc(C(C)=Nc3c(C)cc(C)cc3C)n2)cc1-c1ccccc1, Cc1ccccc1, Nc1cc(-c2ccccc2)c(O)c(-c2ccccc2)c1. Product: CC(=Nc1cc(-c2ccccc2)c(O)c(-c2ccccc2)c1)c1cccc(C(C)=Nc2c(C)cc(C)cc2C)n1. Reaction SMILES: [CH3:21][c:22]1[cH:23][c:24]([CH3:25])[cH:26][c:27]([CH3:28])[c:29]1[N:30]=[C:31]([c:32]1[cH:33][cH:34][cH:35][c:36]([C:37](=[O:38])[CH3:39])[n:40]1)[CH3:41].[CH3:42][c:43]1[c:44]([N:51]=[C:52]([CH3:53])[c:54]2[n:55][c:56]([C:60]([CH3:61])=[N:62][c:63]3[cH:64][c:65](-[c:79]4[cH:80][cH:81][cH:82][cH:83][cH:84]4)[c:66]([O:75][CH2:76][CH2:77][CH3:78])[c:67](-[c:69]4[cH:70][cH:71][cH:72][cH:73][cH:74]4)[cH:68]3)[cH:57][cH:58][cH:59]2)[c:45]([CH3:50])[cH:46][c:47]([CH3:49])[cH:48]1.[CH3:85][c:86]1[cH:87][cH:88][cH:89][cH:90][cH:91]1.[OH:1][c:2]1[c:3](-[c:4]2[cH:5][cH:6][cH:7][cH:8][cH:9]2)[cH:10][c:11]([NH2:12])[cH:13][c:14]1-[c:15]1[cH:16][cH:17][cH:18][cH:19][cH:20]1>>[CH3:42][c:43]1[c:44]([N:51]=[C:52]([CH3:53])[c:54]2[n:55][c:56]([C:60]([CH3:61])=[N:62][c:63]3[cH:64][c:65](-[c:79]4[cH:80][cH:81][cH:82][cH:83][cH:84]4)[c:66]([OH:75])[c:67](-[c:69]4[cH:70][cH:71][cH:72][cH:73][cH:74]4)[cH:68]3)[cH:57][cH:58][cH:59]2)[c:45]([CH3:50])[cH:46][c:47]([CH3:49])[cH:48]1.